From a dataset of the Open Reaction Database (ORD), a public repository of structured organic reaction records. describe an organic reaction: reactants, conditions, products, and yield Reactants: CC(C)(C)OC(=O)NC1CN(S(=O)(=O)c2ccc3c(c2)nc(C(C)(C)C)n3CC2CCOCC2)C1, ClCCl, O=C(O)C(F)(F)F. Yields the product CC(C)(C)c1nc2cc(S(=O)(=O)N3CC(N)C3)ccc2n1CC1CCOCC1. RXN SMILES: [C:1]([CH3:2])([CH3:3])([CH3:4])[c:5]1[n:6][c:7]2[c:8]([n:9]1[CH2:10][CH:11]1[CH2:12][CH2:13][O:14][CH2:15][CH2:16]1)[cH:17][cH:18][c:19]([S:21](=[O:22])(=[O:23])[N:24]1[CH2:25][CH:26]([NH:28][C:29](=[O:30])[O:31][C:32]([CH3:33])([CH3:34])[CH3:35])[CH2:27]1)[cH:20]2.[Cl:43][CH2:44][Cl:45].[F:36][C:37]([F:38])([F:39])[C:40]([OH:41])=[O:42]>>[C:1]([CH3:2])([CH3:3])([CH3:4])[c:5]1[n:6][c:7]2[c:8]([n:9]1[CH2:10][CH:11]1[CH2:12][CH2:13][O:14][CH2:15][CH2:16]1)[cH:17][cH:18][c:19]([S:21](=[O:22])(=[O:23])[N:24]1[CH2:25][CH:26]([NH2:28])[CH2:27]1)[cH:20]2.